This data is from the Open Reaction Database (ORD), a public repository of structured organic reaction records. The task is: describe an organic reaction: reactants, conditions, products, and yield Reactants: NC=1C=C2C=3CC(CCC3NC2=CC1)N(C)C (6-amino-3-(dimethyl)amino-1,2,3,4-tetrahydro-9H-carbazole), ClC1=CC=C(C=C1)S(=O)(=O)Cl (4-chlorobenzenesulfonyl chloride). Yields the product ClC1=CC=C(C=C1)S(=O)(=O)NC=1C=C2C=3CC(CCC3NC2=CC1)N(C)C (6-(4-chlorobenzenesulfonyl)amino-3-(dimethyl)amino-1,2,3,4-tetrahydro-9H-carbazole). Yield: 61.9%. RXN SMILES: [NH2:1][C:2]1[CH:3]=[C:4]2[C:12](=[CH:13][CH:14]=1)[NH:11][C:10]1[CH2:9][CH2:8][CH:7]([N:15]([CH3:17])[CH3:16])[CH2:6][C:5]2=1.[Cl:18][C:19]1[CH:24]=[CH:23][C:22]([S:25](Cl)(=[O:27])=[O:26])=[CH:21][CH:20]=1>>[Cl:18][C:19]1[CH:24]=[CH:23][C:22]([S:25]([NH:1][C:2]2[CH:3]=[C:4]3[C:12](=[CH:13][CH:14]=2)[NH:11][C:10]2[CH2:9][CH2:8][CH:7]([N:15]([CH3:17])[CH3:16])[CH2:6][C:5]3=2)(=[O:27])=[O:26])=[CH:21][CH:20]=1. Reported procedure: Beginning with 10.4 mg (0.046 mMol) 6-amino-3-(dimethyl)amino-1,2,3,4-tetrahydro-9H-carbazole and 14.1 mg (0.067 mMol) 4-chlorobenzenesulfonyl chloride, 11.5 mg (64%) of the title compound were recovered as a light beige solid. Starting materials: C(C)(C)(C)OC(NC1=CC2=C(C(CCC(=N2)SC)(C)C)C=C1)=O ((5,5-Dimethyl-2-methylsulfanyl-4,5-dihydro-3H-1-benzazepin-8-yl)-carbamic acid tert-butyl ester), COC(CN)OC (Aminoacetaldehyde dimethyl acetal), CCO (EtOH). Conditions: time 72 hour. Product: C(C)(C)(C)OC(NC=1C=CC2=C(N=C(CCC2(C)C)NCC(OC)OC)C1)=O ([2-(2,2-Dimethoxy-ethylamino)-5,5-dimethyl-4,5-dihydro-3H benzo[b]azepin-8-yl]-carbamic acid tert-butyl ester). Reaction SMILES: [C:1]([O:5][C:6](=[O:23])[NH:7][C:8]1[CH:22]=[CH:21][C:11]2[C:12]([CH3:20])([CH3:19])[CH2:13][CH2:14][C:15](SC)=[N:16][C:10]=2[CH:9]=1)([CH3:4])([CH3:3])[CH3:2].[CH3:24][O:25][CH:26]([O:29][CH3:30])[CH2:27][NH2:28].CCO>>[C:1]([O:5][C:6](=[O:23])[NH:7][C:8]1[CH:22]=[CH:21][C:11]2[C:12]([CH3:20])([CH3:19])[CH2:13][CH2:14][C:15]([NH:28][CH2:27][CH:26]([O:29][CH3:30])[O:25][CH3:24])=[N:16][C:10]=2[CH:9]=1)([CH3:4])([CH3:3])[CH3:2]. Procedure details: (5,5-Dimethyl-2-methylsulfanyl-4,5-dihydro-3H-1-benzazepin-8-yl)-carbamic acid tert-butyl ester (1.281 g, 3.8 mmol), Aminoacetaldehyde dimethyl acetal (0.542 mL, 5 mmol), and EtOH (100 mL, 2 mol) were heated to reflux for 2 hrs and stirred at rt for 72 h. LCMS 392 (M+H). The reactants are OCC=1C=C(CN)C=CC1 (3-hydroxymethylbenzylamine), [N+](=O)([O-])C1=CC=C(COC(=O)SC2=NC(=CC(=N2)C)C)C=C1 (S-p-nitrobenzyloxycarbonyl-4,6-dimethyl-2-mercaptopyrimidine). Run in O1CCCC1 (tetrahydrofuran), O1CCCC1 (tetrahydrofuran). Conditions: time 1 hour. Yields the product [N+](=O)([O-])C1=CC=C(COC(=O)NCC=2C=C(CO)C=CC2)C=C1 (3-(p-nitrobenzyloxycarbonyl)aminomethylbenzyl alcohol). RXN SMILES: [OH:1][CH2:2][C:3]1[CH:4]=[C:5]([CH:8]=[CH:9][CH:10]=1)[CH2:6][NH2:7].[N+:11]([C:14]1[CH:32]=[CH:31][C:17]([CH2:18][O:19][C:20](SC2N=C(C)C=C(C)N=2)=[O:21])=[CH:16][CH:15]=1)([O-:13])=[O:12]>O1CCCC1>[N+:11]([C:14]1[CH:15]=[CH:16][C:17]([CH2:18][O:19][C:20]([NH:7][CH2:6][C:5]2[CH:4]=[C:3]([CH:10]=[CH:9][CH:8]=2)[CH2:2][OH:1])=[O:21])=[CH:31][CH:32]=1)([O-:13])=[O:12]. Reported procedure: To 3-hydroxymethylbenzylamine (1.37 g) in tetrahydrofuran (30 ml), a solution of S-p-nitrobenzyloxycarbonyl-4,6-dimethyl-2-mercaptopyrimidine (6.2 g) in tetrahydrofuran (20 ml) was added at room temperature, followed by stirring for 1 hours. The resulting precipitates were removed by filtration and the filtrate was diluted with ethyl acetate, washed with water, dried over anhydrous sodium sulfate and evaporated in vacuo to give an oily residue which was then crystallized from diethyl etherdichlo... The reactants are C#CCNC(=O)OC(C)(C)C, CC(C)[N-]C(C)C, [Cl-], CC(=O)C(F)(F)F, [Li+], [NH4+], C1CCOC1. The product is CC(C)(C)OC(=O)NCC#CC(C)(O)C(F)(F)F. As a reaction SMILES: [C:1]([CH3:2])([CH3:3])([CH3:4])[O:5][C:6]([NH:7][CH2:8][C:9]#[CH:10])=[O:11].[CH:12]([N-:13][CH:14]([CH3:15])[CH3:16])([CH3:17])[CH3:18].[Cl-:27].[F:20][C:21]([C:22](=[O:23])[CH3:24])([F:25])[F:26].[Li+:19].[NH4+:28].[O:29]1[CH2:30][CH2:31][CH2:32][CH2:33]1>>[C:1]([CH3:2])([CH3:3])([CH3:4])[O:5][C:6]([NH:7][CH2:8][C:9]#[C:10][C:22]([C:21]([F:20])([F:25])[F:26])([OH:23])[CH3:24])=[O:11].